Dataset: the Open Reaction Database (ORD), a public repository of structured organic reaction records. Task: describe an organic reaction: reactants, conditions, products, and yield The reactants are CCOC(=O)C1(F)C2CC(O)C(N=[N+]=[N-])(C(=O)OCC)C21, CCOCC, ClCCl, O=S(=O)(OS(=O)(=O)C(F)(F)F)C(F)(F)F, c1ccncc1. Product: CCOC(=O)C1(F)C2CC(OS(=O)(=O)C(F)(F)F)C(N=[N+]=[N-])(C(=O)OCC)C21. RXN SMILES: [CH2:16]([CH3:17])[O:18][C:19](=[O:20])[C:21]1([N:34]=[N+:35]=[N-:36])[CH:22]2[C:23]([C:28](=[O:29])[O:30][CH2:31][CH3:32])([F:33])[CH:24]2[CH2:25][CH:26]1[OH:27].[CH3:43][CH2:44][O:45][CH2:46][CH3:47].[Cl:48][CH2:49][Cl:50].[F:1][C:2]([F:3])([F:4])[S:5]([O:6][S:7](=[O:8])(=[O:9])[C:10]([F:11])([F:12])[F:13])(=[O:14])=[O:15].[cH:37]1[cH:38][cH:39][n:40][cH:41][cH:42]1>>[O:6]([S:7](=[O:8])(=[O:9])[C:10]([F:11])([F:12])[F:13])[CH:26]1[C:21]([C:19]([O:18][CH2:16][CH3:17])=[O:20])([N:34]=[N+:35]=[N-:36])[CH:22]2[C:23]([C:28](=[O:29])[O:30][CH2:31][CH3:32])([F:33])[CH:24]2[CH2:25]1.